From a dataset of the Open Reaction Database (ORD), a public repository of structured organic reaction records. describe an organic reaction: reactants, conditions, products, and yield Starting materials: COC1=C2C(C=CO2)=CC3=C1OC(=O)C=C3 (8-methoxypsoralen), BrBr (bromine), BrBr (bromine). Solvent: O1CCCC1 (tetrahydrofuran). Reaction conditions: time 5 minute. Yields the product COC1=C2C(=C(C3=C1OC(=O)C=C3)Br)C=CO2 (5-bromo-8-methoxypsoralen). Yield: 91.2%. Reaction SMILES: [CH3:1][O:2][C:3]1[C:11]2[O:12][C:13]([CH:15]=[CH:16][C:10]=2[CH:9]=[C:5]2[CH:6]=[CH:7][O:8][C:4]=12)=[O:14].[Br:17]Br>O1CCCC1>[CH3:1][O:2][C:3]1[C:11]2[O:12][C:13]([CH:15]=[CH:16][C:10]=2[C:9]([Br:17])=[C:5]2[CH:6]=[CH:7][O:8][C:4]=12)=[O:14]. Procedure: 8-methoxypsoralen (4.32 g, 20.0 mmol), obtained from Aldrich Chemical Company was dissolved in tetrahydrofuran (50 mL). To the mixture was added dropwise, with stirring, elemental bromine (4.0 g, 25 mmol) over 20 min at room temperature. The reaction mixture turned red when bromine was added. Precipitate appeared in 5 min. Extra bromine was consumed by solvent tetrahydrofuran in an extended 2 hr stirring or by the addition of 10% sodium thiosulfate solution. The crude product was collected by fi... Reactants: NC1=CC(=C(C=C1)C=1OC2=C(C(=CC(=C2C(C1)=O)OC)OC)[C@H]1[C@@H](N(CC1)C)CO)Br ((+)-trans-2-(4-Amino-2-bromo-phenyl)-8-(2-hydroxymethyl-1-methyl-pyrrolidin-3-yl)-5,7-dimethoxy-chromen-4-one), Cl.N1=CC=CC=C1 (pyridine hydrochloride). Product: NC1=CC(=C(C=C1)C=1OC2=C(C(=CC(=C2C(C1)=O)O)O)[C@H]1[C@@H](N(CC1)C)CO)Br ((+)-trans-2-(4-Amino-2-bromo-phenyl)-5,7-dihydroxy-8-(2-hydroxymethyl-1-methyl-pyrrolidin-3-yl)-chromen-4-one). RXN SMILES: [NH2:1][C:2]1[CH:7]=[CH:6][C:5]([C:8]2[O:9][C:10]3[C:15]([C:16](=[O:18])[CH:17]=2)=[C:14]([O:19]C)[CH:13]=[C:12]([O:21]C)[C:11]=3[C@@H:23]2[CH2:27][CH2:26][N:25]([CH3:28])[C@H:24]2[CH2:29][OH:30])=[C:4]([Br:31])[CH:3]=1.Cl.N1C=CC=CC=1>>[NH2:1][C:2]1[CH:7]=[CH:6][C:5]([C:8]2[O:9][C:10]3[C:15]([C:16](=[O:18])[CH:17]=2)=[C:14]([OH:19])[CH:13]=[C:12]([OH:21])[C:11]=3[C@@H:23]2[CH2:27][CH2:26][N:25]([CH3:28])[C@H:24]2[CH2:29][OH:30])=[C:4]([Br:31])[CH:3]=1 |f:1.2|. Reported procedure: Compound of example 146 (0.150 g, 0.3 mmol) was demethylated using pyridine hydrochloride (1.5 g, 13 mmol) as described in example 17 to obtain the title compound. The reactants are C(=O)(C(F)(F)F)O (TFA), 2.85, C(C)(C)(C)OC(CN(CC1=CC=CC=C1)C(=O)C=1NC=CC1)=O ((Pyrrole-2-carbonyl)-N-(benzyl)glycine-t-butyl ester), C(=O)(C(F)(F)F)O (TFA). Run in ClCCl (dichloromethane). Conditions: temperature 0 celsius, time 30 minute. Product: N1C(=CC=C1)C(=O)N(CC(=O)O)CC1=CC=CC=C1 ((Pyrole-2-carbonyl)-N-(benzyl)glycine). As a reaction SMILES: C([O:5][C:6](=[O:23])[CH2:7][N:8]([C:16]([C:18]1[NH:19][CH:20]=[CH:21][CH:22]=1)=[O:17])[CH2:9][C:10]1[CH:15]=[CH:14][CH:13]=[CH:12][CH:11]=1)(C)(C)C.C(O)(C(F)(F)F)=O>ClCCl>[NH:19]1[CH:20]=[CH:21][CH:22]=[C:18]1[C:16]([N:8]([CH2:9][C:10]1[CH:15]=[CH:14][CH:13]=[CH:12][CH:11]=1)[CH2:7][C:6]([OH:23])=[O:5])=[O:17]. Reported procedure: To a solution containing 2.85 (9.01 mmol) of (Pyrrole-2-carbonyl)-N-(benzyl)glycine-t-butyl ester in 50 mL of anhydrous dichloromethane cooled to 0° C. was added 25 mL of TFA dropwise. After 90 minutes an additional 25 mL of TFA was added and allowed to stir for 30 minutes. The mixture was evaporated in vacuo to afford 2.19 g of (Pyrole-2-carbonyl)-N-(benzyl)glycine as a tan solid. FAB MS [M+H]m/z; Calcd. 259, Found 259. Starting materials: C(C)(C)(C)C#C (tert-butylacetylene), Cl/C=C/CN(CC)CC1=CC(=CC=C1)Br ((E)-N-(3-chloro-2-propenyl)-N-ethyl-3-bromobenzylamine), C1(=CC=CC=C1)P(C1=CC=CC=C1)C1=CC=CC=C1 (triphenylphosphine), C(CCC)N (n-butylamine). Reagents/catalysts: [Cu]I (copper (I) iodide), C(C)(=O)[O-].[Pd+2].C(C)(=O)[O-] (palladium acetate). Run in O1CCCC1 (tetrahydrofuran). Product: CC(C#C/C=C/CN(CC)CC1=CC(=CC=C1)Br)(C)C ((E)-N-(6,6-Dimethyl-2-hepten-4-ynyl)-N-ethyl-3-bromobenzylamine). Yield: 82.0%. Reaction SMILES: Cl/[CH:2]=[CH:3]/[CH2:4][N:5]([CH2:8][C:9]1[CH:14]=[CH:13][CH:12]=[C:11]([Br:15])[CH:10]=1)[CH2:6][CH3:7].C1(P(C2C=CC=CC=2)C2C=CC=CC=2)C=CC=CC=1.C(N)CCC.[C:40]([C:44]#[CH:45])([CH3:43])([CH3:42])[CH3:41]>[Cu]I.C([O-])(=O)C.[Pd+2].C([O-])(=O)C.O1CCCC1>[CH3:41][C:40]([CH3:43])([CH3:42])[C:44]#[C:45]/[CH:2]=[CH:3]/[CH2:4][N:5]([CH2:8][C:9]1[CH:14]=[CH:13][CH:12]=[C:11]([Br:15])[CH:10]=1)[CH2:6][CH3:7] |f:5.6.7|. Procedure details: To 10 ml tetrahydrofuran were added 1.44 g (5 mmol) of (E)-N-(3-chloro-2-propenyl)-N-ethyl-3-bromobenzylamine, 47.6 mg (0.25 mmol) of copper (I) iodide and 22.4 mg (0.1 mmol) of palladium acetate and 52.5 mg (0.2 mmol) of triphenylphosphine, and further, 1.0 ml (10 mmol) of n-butylamine and 0.74 ml (6 mmol) of tert-butylacetylene under ice cooling. The mixture was stirred for 20-hours at room temperature, and concentrated under reduced pressure. The residue was subjected to silica gel chromatogr... The reactants are N#Cc1ccc(Br)cn1, O=C([O-])[O-], C[S-], CN1CCCC1=O, [K+], [K+], [Na+]. The product is CSc1ccc(C#N)nc1. RXN SMILES: [Br:1][c:2]1[cH:3][cH:4][c:5]([C:8]#[N:9])[n:6][cH:7]1.[C:13](=[O:14])([O-:15])[O-:16].[CH3:10][S-:11].[CH3:19][N:20]1[CH2:21][CH2:22][CH2:23][C:24]1=[O:25].[K+:17].[K+:18].[Na+:12]>>[c:2]1([S:11][CH3:10])[cH:3][cH:4][c:5]([C:8]#[N:9])[n:6][cH:7]1. Reactants: Nc1ncccc1Br, COCCOC, OB(O)c1ccc(-c2ccccc2)cc1F, [Na+], [Na+], O=C([O-])[O-], O, c1ccc(P(c2ccccc2)(c2ccccc2)[Pd](P(c2ccccc2)(c2ccccc2)c2ccccc2)(P(c2ccccc2)(c2ccccc2)c2ccccc2)P(c2ccccc2)(c2ccccc2)c2ccccc2)cc1. Yields the product Nc1ncccc1-c1ccc(-c2ccccc2)cc1F. As a reaction SMILES: [Br:1][c:2]1[c:3]([NH2:8])[n:4][cH:5][cH:6][cH:7]1.[CH3:32][O:33][CH2:34][CH2:35][O:36][CH3:37].[F:9][c:10]1[cH:11][c:12](-[c:19]2[cH:20][cH:21][cH:22][cH:23][cH:24]2)[cH:13][cH:14][c:15]1[B:16]([OH:17])[OH:18].[Na+:25].[Na+:26].[O-:27][C:28](=[O:29])[O-:30].[OH2:31].[cH:38]1[cH:39][cH:40][c:41]([P:42]([Pd:43]([P:44]([c:45]2[cH:46][cH:47][cH:48][cH:49][cH:50]2)([c:51]2[cH:52][cH:53][cH:54][cH:55][cH:56]2)[c:57]2[cH:58][cH:59][cH:60][cH:61][cH:62]2)([P:63]([c:64]2[cH:65][cH:66][cH:67][cH:68][cH:69]2)([c:70]2[cH:71][cH:72][cH:73][cH:74][cH:75]2)[c:76]2[cH:77][cH:78][cH:79][cH:80][cH:81]2)[P:82]([c:83]2[cH:84][cH:85][cH:86][cH:87][cH:88]2)([c:89]2[cH:90][cH:91][cH:92][cH:93][cH:94]2)[c:95]2[cH:96][cH:97][cH:98][cH:99][cH:100]2)([c:101]2[cH:102][cH:103][cH:104][cH:105][cH:106]2)[c:107]2[cH:108][cH:109][cH:110][cH:111][cH:112]2)[cH:113][cH:114]1>>[c:2]1(-[c:15]2[c:10]([F:9])[cH:11][c:12](-[c:19]3[cH:20][cH:21][cH:22][cH:23][cH:24]3)[cH:13][cH:14]2)[c:3]([NH2:8])[n:4][cH:5][cH:6][cH:7]1. The reactants are C(C1=CC=CC=C1)OC=1C=C(C=CC1)C1(OC(C2=C1CNCC2)=O)C (3-(3-benzyloxyphenyl)-3-methyl-4,5,6,7-tetrahydrofuro[3,4-c]pyridin-1(3H)-one), C(C1=CC=CC=C1)N=C=O (benzyl isocyanate). Solvent: ClCCl (dichloromethane). Conditions: time 1 hour. Product: C(C1=CC=CC=C1)NC(=O)N1CC2=C(CC1)C(OC2(C)C2=CC(=CC=C2)OCC2=CC=CC=C2)=O (N-benzyl-3-(3-(benzyloxy)phenyl)-3-methyl-1-oxo-3,4,6,7-tetrahydrofuro[3,4-c]pyridine-5(1H)-carboxamide). The yield is 61.2%. Reaction SMILES: [CH2:1]([O:8][C:9]1[CH:10]=[C:11]([C:15]2([CH3:25])[C:19]3[CH2:20][NH:21][CH2:22][CH2:23][C:18]=3[C:17](=[O:24])[O:16]2)[CH:12]=[CH:13][CH:14]=1)[C:2]1[CH:7]=[CH:6][CH:5]=[CH:4][CH:3]=1.[CH2:26]([N:33]=[C:34]=[O:35])[C:27]1[CH:32]=[CH:31][CH:30]=[CH:29][CH:28]=1>ClCCl>[CH2:26]([NH:33][C:34]([N:21]1[CH2:22][CH2:23][C:18]2[C:17](=[O:24])[O:16][C:15]([C:11]3[CH:12]=[CH:13][CH:14]=[C:9]([O:8][CH2:1][C:2]4[CH:7]=[CH:6][CH:5]=[CH:4][CH:3]=4)[CH:10]=3)([CH3:25])[C:19]=2[CH2:20]1)=[O:35])[C:27]1[CH:32]=[CH:31][CH:30]=[CH:29][CH:28]=1. Procedure details: A mixture of 3-(3-benzyloxyphenyl)-3-methyl-4,5,6,7-tetrahydrofuro[3,4-c]pyridin-1(3H)-one (50 mg, 0.15 mmol) and benzyl isocyanate (27 μL, 0.22 mmol) in dichloromethane (5 mL) was stirred at room temperature for 1 h. The solvent was removed and the resulting residue was purified on silica to give the desired product (43 mg, 61.6%). 1H NMR (300 Hz, CDCl3) δ 1.84 (s, 3H), 2.38 (br s, 2H), 3.26-3.32 (m, 1H), 3.51-3.58 (m, 1H), 3.79 (d, J=18.0, 1H), 4.37-4.30 (m, 3H), 4.94 (t, J=6.0, 1H), 5.04 (s, ... The reactants are CC(C=O)(CC)C1=CC=CC=C1 (2-methyl-2-phenylbutyraldehyde), solution, [Li+].CC(C)[N-]C(C)C (LDA), C(C)OC(COCCP(=O)(OCC)OCC)=O ((diethoxyphosphoryl)ethoxy acetic acid ethyl ester). Run in C1CCOC1 (THF), C1CCOC1 (THF). Run at time 30 minute. Yields the product C(C)OC(C(=CC(CC)(C1=CC=CC=C1)C)OCC)=O (2-ethoxy4-methyl-4-phenylhex-2-enoic acid ethyl ester). Yield: 116.0%. Reaction SMILES: [CH2:1]([O:3][C:4](=[O:17])[CH2:5][O:6][CH2:7][CH2:8]P(OCC)(OCC)=O)[CH3:2].[Li+].CC([N-]C(C)C)C.[CH3:26][C:27]([C:32]1[CH:37]=[CH:36][CH:35]=[CH:34][CH:33]=1)([CH2:30][CH3:31])[CH:28]=O>C1COCC1>[CH2:1]([O:3][C:4](=[O:17])[C:5]([O:6][CH2:7][CH3:8])=[CH:28][C:27]([CH3:26])([C:32]1[CH:37]=[CH:36][CH:35]=[CH:34][CH:33]=1)[CH2:30][CH3:31])[CH3:2] |f:1.2|. Procedure details: To a chilled (0° C.) solution of 7.4 g of (diethoxyphosphoryl)ethoxy acetic acid ethyl ester in 30 mL of THF was added 16 mL of a 1.8M solution of LDA. After 30 minutes, 4.2 g of 2-methyl-2-phenylbutyraldehyde in 30 mL of THF was added dropwise by syringe. The mixture was warmed to room temperature, quenched with saturated aqueous ammonium chloride, and extracted with diethyl ether. The combined organic layers were dried over magnesium sulfate and concentrated in vacuo to afford 8.3 g of 2-ethox... Reactants: C1CCOC1, OC1CCN(Cc2ccccc2)C1, CI, [H-], [Na+]. Yields the product COC1CCN(Cc2ccccc2)C1. RXN SMILES: [CH2:18]1[O:19][CH2:20][CH2:21][CH2:22]1.[CH2:1]([c:2]1[cH:3][cH:4][cH:5][cH:6][cH:7]1)[N:8]1[CH2:9][CH:10]([OH:13])[CH2:11][CH2:12]1.[CH3:16][I:17].[H-:15].[Na+:14]>>[CH2:1]([c:2]1[cH:3][cH:4][cH:5][cH:6][cH:7]1)[N:8]1[CH2:9][CH:10]([O:13][CH3:16])[CH2:11][CH2:12]1. Reactants: Cl, COC(=O)c1ccc(OCCN2CCCC2)cc1. Yields the product Cl, O=C(O)c1ccc(OCCN2CCCC2)cc1. RXN SMILES: [ClH:19].[N:1]1([CH2:6][CH2:7][O:8][c:9]2[cH:10][cH:11][c:12]([C:13](=[O:14])[O:15][CH3:16])[cH:17][cH:18]2)[CH2:2][CH2:3][CH2:4][CH2:5]1>>[ClH:19].[N:1]1([CH2:6][CH2:7][O:8][c:9]2[cH:10][cH:11][c:12]([C:13](=[O:14])[OH:15])[cH:17][cH:18]2)[CH2:2][CH2:3][CH2:4][CH2:5]1.